This data is from the Open Reaction Database (ORD), a public repository of structured organic reaction records. The task is: describe an organic reaction: reactants, conditions, products, and yield Starting materials: Cc1cccc(C)c1, [O-]Cl, Cl, FC(F)=C(F)C(F)(F)I, FC(F)=C(F)C(F)(F)I, [Na+], [Na+], [OH-]. The product is FC(F)(I)C1(F)OC1(F)F. RXN SMILES: [CH3:25][c:26]1[cH:27][c:28]([CH3:29])[cH:30][cH:31][cH:32]1.[Cl:1][O-:2].[Cl:4].[I:16][C:17]([F:18])([F:19])[C:20]([F:21])=[C:22]([F:23])[F:24].[I:5][C:6]([C:7](=[C:8]([F:9])[F:10])[F:11])([F:12])[F:13].[Na+:15].[Na+:3].[OH-:14]>>[O:2]1[C:7]([C:6]([I:5])([F:12])[F:13])([F:11])[C:8]1([F:9])[F:10]. Reactants: ClC1=CC=C2C(=N1)C=C(N2)C#N (5-Chloro-1H-pyrrolo[3,2-b]pyridine-2-carbonitrile), C(=O)([O-])[O-].[K+].[K+] (K2CO3), C(C1=CC=CC=C1)Br (benzyl bromide). Solvent: CN(C)C=O (DMF), CCOC(=O)C (EtOAc). Yields the product C(C1=CC=CC=C1)N1C(=CC2=NC(=CC=C21)Cl)C#N (1-Benzyl-5-chloro-1H-pyrrolo[3,2-b]pyridine-2-carbonitrile). RXN SMILES: [Cl:1][C:2]1[N:7]=[C:6]2[CH:8]=[C:9]([C:11]#[N:12])[NH:10][C:5]2=[CH:4][CH:3]=1.C([O-])([O-])=O.[K+].[K+].[CH2:19](Br)[C:20]1[CH:25]=[CH:24][CH:23]=[CH:22][CH:21]=1>CN(C=O)C.CCOC(C)=O>[CH2:19]([N:10]1[C:5]2[C:6](=[N:7][C:2]([Cl:1])=[CH:3][CH:4]=2)[CH:8]=[C:9]1[C:11]#[N:12])[C:20]1[CH:25]=[CH:24][CH:23]=[CH:22][CH:21]=1 |f:1.2.3|. Reported procedure: 5-Chloro-1H-pyrrolo[3,2-b]pyridine-2-carbonitrile (0.10 g, 0.56 mmol, from Step 2) in DMF (1.3 mL) was treated with K2CO3 (0.12 g, 0.84 mmol) and benzyl bromide (74 μL, 0.62 mmol, Aldrich) overnight. The reaction mixture was diluted with EtOAc and washed three times with water and once with brine. The organic layer was dried over sodium sulfate, filtered and concentrated. Flash chromatography, eluting with a gradient from 0-20% EtOAc in hexanes afforded purified product. Yield: (0.12 g, 80%). The solvent is CO (methanol). Conditions: time 24 hour. The reactants are C(C)(=O)NC1=NC=CC(=C1)COC(C)=O (Acetic acid 2-acetylamino-pyridin-4-ylmethyl ester), [OH-].[NH4+] (ammonium hydroxide). As a reaction SMILES: [C:1]([NH:4][C:5]1[CH:10]=[C:9]([CH2:11][O:12]C(=O)C)[CH:8]=[CH:7][N:6]=1)(=[O:3])[CH3:2].[OH-].[NH4+]>CO>[OH:12][CH2:11][C:9]1[CH:8]=[CH:7][N:6]=[C:5]([NH:4][C:1](=[O:3])[CH3:2])[CH:10]=1 |f:1.2|. The product is OCC1=CC(=NC=C1)NC(C)=O (N-(4-hydroxymethyl-pyridin-2-yl)-acetamide). Procedure details: Acetic acid 2-acetylamino-pyridin-4-ylmethyl ester (4.2 g, 20 mmol) was stirred with ammonium hydroxide (10 ml) in methanol (50 ml) at room temperature. After 24 hr., the mixture was evaporated in vacuo and the residue was purified by silica gel column chromatography (eluent, EA) to afford 3.36 g (quantitative) of N-(4-hydroxymethyl-pyridin-2-yl)-acetamide as a pale yellow solid. m.p. 145° C.; 1H NMR (200 MHz, CDCl3/CD3OD) δ 2.19 (3H, s), 4.67 (2H, s), 7.08 (1H, d, J=5.0 Hz), 8.10 (1H, s), 8.17 ... Isolated yield 101.1%. Reactants: Cl (HCl), S(=O)(=O)(OC)OC (Dimethyl sulfate), COC(COC1=C(C(=C(C(=C1CC1=CC2=CC=CC(=C2C=C1)Cl)O)C=O)C)Cl)=O ([2-chloro-6-(5-chloro-naphthalen-2-ylmethyl)-4-formyl-5-hydroxy-3-methyl-phenoxy]-acetic acid methyl ester), C([O-])([O-])=O.[K+].[K+] (potassium carbonate), [OH-].[K+] (KOH), Cl (HCl). The solvent is O (water), O (water), CC(=O)C (acetone), C1CCOC1 (THF), CO (MeOH). Reaction conditions: time 4 hour. Yields the product ClC1=C2C=CC(=CC2=CC=C1)CC1=C(OCC(=O)O)C=CC(=C1OC)C=O ([2-(5-chloro-naphthalen-2-ylmethyl)-4-formyl-3-methoxy-phenoxy]-acetic Acid). Yield: 43.1%. RXN SMILES: S(OC)(O[CH3:5])(=O)=O.C[O:9][C:10](=[O:36])[CH2:11][O:12][C:13]1[C:18]([CH2:19][C:20]2[CH:29]=[CH:28][C:27]3[C:22](=[CH:23][CH:24]=[CH:25][C:26]=3[Cl:30])[CH:21]=2)=[C:17]([OH:31])[C:16]([CH:32]=[O:33])=[C:15](C)[C:14]=1Cl.C(=O)([O-])[O-].[K+].[K+].Cl.[OH-].[K+]>CO.O.C1COCC1.CC(C)=O>[Cl:30][C:26]1[CH:25]=[CH:24][CH:23]=[C:22]2[C:27]=1[CH:28]=[CH:29][C:20]([CH2:19][C:18]1[C:17]([O:31][CH3:5])=[C:16]([CH:32]=[O:33])[CH:15]=[CH:14][C:13]=1[O:12][CH2:11][C:10]([OH:9])=[O:36])=[CH:21]2 |f:2.3.4,6.7|. Procedure: Dimethyl sulfate (0.54 g, 4.3 mmol) was added dropwise into a mixture of [2-chloro-6-(5-chloro-naphthalen-2-ylmethyl)-4-formyl-5-hydroxy-3-methyl-phenoxy]-acetic acid methyl ester (0.76 g, 2.05 mmol), potassium carbonate (0.65 g, 4.8 mmol) and acetone (75 mL). The mixture was refluxed for 2 hours, poured into water, acidified with HCl (2N) and extracted with EtOAc. The organic extracts were dried over MgSO4. Evaporation gave a yellow oil, which was dissolved in MeOH (15 mL), THF (15 mL) and trea...